This data is from the Open Reaction Database (ORD), a public repository of structured organic reaction records. The task is: describe an organic reaction: reactants, conditions, products, and yield The reactants are COC(COC1=C2C(=C(C(=NC2=C(C=C1)F)OC(F)F)CC1=C(C=C(C=C1)S(=O)(=O)C)Cl)C)=O ([3-(2-chloro-4-methanesulfonylbenzyl)-2-difluoromethoxy-8-fluoro-4-methylquinolin-5-yloxy]acetic acid methyl ester), CO (methanol), [OH-].[Li+] (lithium hydroxide), O (water). The solvent is C(C)(=O)O (acetic acid). Product: ClC1=C(CC=2C(=NC3=C(C=CC(=C3C2C)OCC(=O)O)F)OC(F)F)C=CC(=C1)S(=O)(=O)C ([3-(2-chloro-4-methanesulfonylbenzyl)-2-difluoromethoxy-8-fluoro-4-methylquinolin-5-yloxy]acetic Acid). As a reaction SMILES: C[O:2][C:3](=[O:34])[CH2:4][O:5][C:6]1[CH:15]=[CH:14][C:13]([F:16])=[C:12]2[C:7]=1[C:8]([CH3:33])=[C:9]([CH2:21][C:22]1[CH:27]=[CH:26][C:25]([S:28]([CH3:31])(=[O:30])=[O:29])=[CH:24][C:23]=1[Cl:32])[C:10]([O:17][CH:18]([F:20])[F:19])=[N:11]2.CO.[OH-].[Li+].O>C(O)(=O)C>[Cl:32][C:23]1[CH:24]=[C:25]([S:28]([CH3:31])(=[O:29])=[O:30])[CH:26]=[CH:27][C:22]=1[CH2:21][C:9]1[C:10]([O:17][CH:18]([F:19])[F:20])=[N:11][C:12]2[C:7]([C:8]=1[CH3:33])=[C:6]([O:5][CH2:4][C:3]([OH:34])=[O:2])[CH:15]=[CH:14][C:13]=2[F:16] |f:2.3|. Procedure details: A solution of [3-(2-chloro-4-methanesulfonylbenzyl)-2-difluoromethoxy-8-fluoro-4-methylquinolin-5-yloxy]acetic acid methyl ester (0.22 g), methanol (8.0 mL), 5.0 M aqueous lithium hydroxide solution (0.4 mL) and water (0.8 mL) was stirred at room temperature for 2 hours. The pH of the solution was adjusted to 4 by the addition of glacial acetic acid and the solvent removed under reduced pressure. The residue was diluted with water (4.0 mL) and the solid collected by filtration, washed with water... Starting materials: N[C@H]1[C@@H]2N(C(=C(CS2)SCC=2N=NSC2)C(=O)OC(C2=CC=CC=C2)C2=CC=CC=C2)C1=O (diphenylmethyl 7β-amino-3-[(1,2,3-thiadiazol-4-yl)methylthio]-3-cephem-4-carboxylate), Cl (HCl), CC(=O)C (acetone), C(C)(=O)OCC (ethyl acetate). Solvent: C(=O)O (formic acid). Run at time 1.5 hour. Product: Cl.N[C@H]1[C@@H]2N(C(=C(CS2)SCC=2N=NSC2)C(=O)O)C1=O (7β-amino-3-[(1,2,3-thiadiazol-4-yl)methylthio]-3-cephem-4-carboxylic acid hydrochloride). RXN SMILES: [NH2:1][C@@H:2]1[C:32](=[O:33])[N:4]2[C:5]([C:16]([O:18]C(C3C=CC=CC=3)C3C=CC=CC=3)=[O:17])=[C:6]([S:9][CH2:10][C:11]3[N:12]=[N:13][S:14][CH:15]=3)[CH2:7][S:8][C@H:3]12.[ClH:34].CC(C)=O.C(OCC)(=O)C>C(O)=O>[ClH:34].[NH2:1][C@@H:2]1[C:32](=[O:33])[N:4]2[C:5]([C:16]([OH:18])=[O:17])=[C:6]([S:9][CH2:10][C:11]3[N:12]=[N:13][S:14][CH:15]=3)[CH2:7][S:8][C@H:3]12 |f:5.6|. Reported procedure: To a solution of diphenylmethyl 7β-amino-3-[(1,2,3-thiadiazol-4-yl)methylthio]-3-cephem-4-carboxylate (4.68 g, 9.42 m mol) in formic acid (18.7 ml) was added conc. HCl (3.93 ml) at room temperature and the mixture was stirred at the same temperature for 1.5 hours. The mixture was poured into a cooled mixture of acetone (140 ml) and ethyl acetate (280 ml) and the precipitates were collected by filtration, washed with acetone and dried in vacuo to give 7β-amino-3-[(1,2,3-thiadiazol-4-yl)methylthio... Starting materials: O=[O+][O-] (O3), C(C)(=O)O (acetic acid), [BH3-]C#N.[Na+] (NaCNBH3), C(=O)(O)N([C@@H](C)[C@@H](C(=O)OCC)CC=C)CC1=CC=CC=C1 (Ethyl (S,S)-2-[1'-(carboxybenzylamino)ethyl]-4-pentenoate), C(C1=CC=CC=C1)N (Benzyl amine), [OH-].[Na+] (NaOH). The solvent is CO (MeOH). Conditions: temperature -78 celsius, time 12 minute. Yields the product C(C1=CC=CC=C1)N1C([C@@H](CC1)[C@H](C)N(CC1=CC=CC=C1)C(=O)O)=O ((S,S)-1-benzyl-2-oxo-3-[1'(carboxybenzylamino)ethyl]pyrrolidine). RXN SMILES: [C:1]([N:4]([CH2:16][C:17]1[CH:22]=[CH:21][CH:20]=[CH:19][CH:18]=1)[C@H:5]([C@H:7]([CH2:13][CH:14]=C)[C:8]([O:10]CC)=O)[CH3:6])([OH:3])=[O:2].O=[O+][O-].[CH2:26]([NH2:33])[C:27]1[CH:32]=[CH:31][CH:30]=[CH:29][CH:28]=1.C(O)(=O)C.[BH3-]C#N.[Na+].[OH-].[Na+]>CO>[CH2:26]([N:33]1[CH2:14][CH2:13][C@@H:7]([C@@H:5]([N:4]([C:1]([OH:3])=[O:2])[CH2:16][C:17]2[CH:18]=[CH:19][CH:20]=[CH:21][CH:22]=2)[CH3:6])[C:8]1=[O:10])[C:27]1[CH:32]=[CH:31][CH:30]=[CH:29][CH:28]=1 |f:4.5,6.7|. Procedure: Ethyl (S,S)-2-[1'-(carboxybenzylamino)ethyl]-4-pentenoate (2.19 g, 7.18 mmol) is dissolved in MeOH (50 ml) and the resulting solution cooled to -78° C. O3, from a Welsbach ozonator set at the standard settings, is bubbled through the reaction mixture until starting material can no longer be detected by thin-layer chromatography (2:1 hexane: EtOAc). Dimethyl sulfide (5 ml) is added to the reaction mixture which is allowed to warm to room temperature and is then concentrated by rotary evaporation.... Starting materials: N1(CCCCC1)N=CC=1N=CN(C1)C(C1=CC=CC=C1)(C1=CC=CC=C1)C1=CC=CC=C1 (piperidin-1-yl-(1-trityl-1H-imidazol-4-yl-methylene)amine), Cl (hydrogen chloride), C1CCOC1 (THF), C(C)O (ethanol). The reagents and catalysts are [Pd] (Pd/C). Run in C(C)(=O)OCC (ethyl acetate). Reaction conditions: temperature 80 celsius. Yields the product Cl.Cl.N1C=NC(=C1)CN (C-(1H-imidazol-4-yl)methylamine dihydrochloride). The yield is 29.0%. Reaction SMILES: N1([N:7]=[CH:8][C:9]2[N:10]=[CH:11][N:12](C(C3C=CC=CC=3)(C3C=CC=CC=3)C3C=CC=CC=3)[CH:13]=2)CCCCC1.C1COCC1.C(O)C.[ClH:41]>C(OCC)(=O)C.[Pd]>[ClH:41].[ClH:41].[NH:12]1[CH:13]=[C:9]([CH2:8][NH2:7])[N:10]=[CH:11]1 |f:6.7.8|. Reported procedure: To a solution containing 450 mg of piperidin-1-yl-(1-trityl-1H-imidazol-4-yl-methylene)amine in 3.5 mL of 3N hydrogen chloride in ethyl acetate are added 90 mg of 10% Pd/C, 0.5 mL of THF and 0.9 mL of ethanol. The reaction medium is placed under a hydrogen pressure of 6 bar and heated at 80° C. for 3 hours. After filtering off the catalyst and evaporating off the solvents, the crude product obtained is chromatographed on silica gel (eluent: 6/4 DCM/MeOH). 50 mg of C-(1H-imidazol-4-yl)methylamine... The reactants are [N+](=O)([O-])C1=NN(N=C1)CC=1N=C(SC1)CO ((4-((4-nitro-2H-1,2,3-triazol-2-yl)methyl)thiazol-2-yl)methanol), Ag2O, CI (MeI), N#N (N2). Solvent: C(Cl)Cl (CH2Cl2). Conditions: temperature 40 celsius, time 8 hour. Product: COCC=1SC=C(N1)CN1N=CC(=N1)[N+](=O)[O-] (2-(Methoxymethyl)-4-((4-nitro-2H-1,2,3-triazol-2-yl)methyl)thiazole). RXN SMILES: N#N.[N+:3]([C:6]1[CH:10]=[N:9][N:8]([CH2:11][C:12]2[N:13]=[C:14]([CH2:17][OH:18])[S:15][CH:16]=2)[N:7]=1)([O-:5])=[O:4].[CH3:19]I>C(Cl)Cl>[CH3:19][O:18][CH2:17][C:14]1[S:15][CH:16]=[C:12]([CH2:11][N:8]2[N:7]=[C:6]([N+:3]([O-:5])=[O:4])[CH:10]=[N:9]2)[N:13]=1. Procedure: In a flame dried round-bottomed flask equipped with a magnetic stir bar and under inert atmosphere (N2), a solution of (4-((4-nitro-2H-1,2,3-triazol-2-yl)methyl)thiazol-2-yl)methanol (419 mg, 1.74 mmol) in CH2Cl2 (15.0 mL) was added to a suspension of Ag2O (604 mg, 2.61 mmol) and MeI (0.33 mL, 5.21 mmol). The resulting mixture (protected form light) was stirred overnight at 40° C. The reaction mixture was filtered and the solvent was removed under reduced pressure. Purification of the residue by... Starting materials: CC(C)(C#C)O (2-Methyl-but-3-yn-2-ol), C1CCC2=NCCCN2CC1 (DBU), FC(C(=O)OC(C(F)(F)F)=O)(F)F (trifluoroacetic anhydride), ClC=1C=C(C=CC1Cl)O (3,4-dichlorophenol), C1CCC2=NCCCN2CC1 (DBU), CuCl2.H2O. The solvent is C(C)#N (acetonitrile), C(C)#N (acetonitrile). Run at temperature 0 celsius, time 20 minute. Yields the product ClC1=C(C=C(C=C1)OC(C#C)(C)C)Cl (1,2-Dichloro-4-(1,1-dimethyl-prop-2-ynyloxy)-benzene). As a reaction SMILES: [CH3:1][C:2]([OH:6])([C:4]#[CH:5])[CH3:3].C1CCN2C(=NCCC2)CC1.FC(F)(F)C(OC(=O)C(F)(F)F)=O.[Cl:31][C:32]1[CH:33]=[C:34](O)[CH:35]=[CH:36][C:37]=1[Cl:38]>C(#N)C>[Cl:31][C:32]1[CH:33]=[CH:34][C:35]([O:6][C:2]([CH3:3])([CH3:1])[C:4]#[CH:5])=[CH:36][C:37]=1[Cl:38]. Reported procedure: 2-Methyl-but-3-yn-2-ol (1.68 g, 20 mmol) in acetonitrile (10 ml) was treated with DBU (20 mmol) and trifluoroacetic anhydride (20 mmol) at 0° C. The resulting mixture was stirred at 0° C. for 20 mins and then transferred to the solution of 3,4-dichlorophenol in acetonitrile (15 ml) with DBU (22 mmol) and CuCl2.H2O (10 mg) at the same temperature over a period of about 10 mins. The reaction mixture was stirred for 2 h and then quenched with H2O. Ethyl acetate was added to extract the product twic... Starting materials: COC(C=P(C1=CC=CC=C1)(C1=CC=CC=C1)C1=CC=CC=C1)=O (methyl(triphenylphos-phoranylidene)acetate), C(C)(=O)N1C=CC=2C(=CC=CC12)CC=O (1-acetyl-indole-4-acetaldehyde). Run in C1CCOC1 (THF). Run at time 8 hour. Yields the product COC(C=CCC1=C2C=CN(C2=CC=C1)C(C)=O)=O (4-(1-Acetyl-indol-4-yl)-but-2-enoic acid methyl ester). Isolated yield 69.1%. As a reaction SMILES: [C:1]([N:4]1[C:12]2[CH:11]=[CH:10][CH:9]=[C:8]([CH2:13][CH:14]=O)[C:7]=2[CH:6]=[CH:5]1)(=[O:3])[CH3:2].[CH3:16][O:17][C:18](=[O:39])[CH:19]=P(C1C=CC=CC=1)(C1C=CC=CC=1)C1C=CC=CC=1>C1COCC1>[CH3:16][O:17][C:18](=[O:39])[CH:19]=[CH:14][CH2:13][C:8]1[CH:9]=[CH:10][CH:11]=[C:12]2[C:7]=1[CH:6]=[CH:5][N:4]2[C:1](=[O:3])[CH3:2]. Procedure details: To a solution of 1-acetyl-indole-4-acetaldehyde (2.40 g, 11.93 mmol) prepared according to the method of H. Plieninger, et. al., Chem.Ber., 1956, 89:270 in THF (100 mL) was added methyl(triphenylphos-phoranylidene)acetate (4.78 g, 14.3 mmol). The solution was stirred at ambient temperature overnight. The solvent was removed in vacuo and the residue chromatographed (eluting with ethyl acetate/hexanes). Recrystallization from ethyl acetate/hexanes resulted in 2.12 g of the title compound as a whit... The reactants are CCO, Cl, C[Si](C)(C)CCOCn1c(C2CC2)nc(-c2cc(Cl)cc(N)c2F)c1-c1ccnc(NCCC#N)n1. Yields the product N#CCCNc1nccc(-c2[nH]c(C3CC3)nc2-c2cc(Cl)cc(N)c2F)n1. As a reaction SMILES: [CH3:38][CH2:39][OH:40].[ClH:37].[NH2:1][c:2]1[c:3]([F:36])[c:4](-[c:9]2[n:10][c:11]([CH:33]3[CH2:34][CH2:35]3)[n:12]([CH2:25][O:26][CH2:27][CH2:28][Si:29]([CH3:30])([CH3:31])[CH3:32])[c:13]2-[c:14]2[n:15][c:16]([NH:20][CH2:21][CH2:22][C:23]#[N:24])[n:17][cH:18][cH:19]2)[cH:5][c:6]([Cl:8])[cH:7]1>>[NH2:1][c:2]1[c:3]([F:36])[c:4](-[c:9]2[n:10][c:11]([CH:33]3[CH2:34][CH2:35]3)[nH:12][c:13]2-[c:14]2[n:15][c:16]([NH:20][CH2:21][CH2:22][C:23]#[N:24])[n:17][cH:18][cH:19]2)[cH:5][c:6]([Cl:8])[cH:7]1. Starting materials: [H-].[Na+] (sodium hydride), O (water), C(C)(=O)NC1=CC(=NN1C1=C(C=C(C(=C1)SCC(F)(F)F)C)F)OCC(C(F)(F)F)(F)F (5-acetylamino-1-{2-fluoro-4-methyl-5-(2,2,2-trifluoroethylthio)phenyl}-3-(2,2,3,3,3-pentafluoropropoxy)pyrazole), BrCC#C (1-bromo-2-propyne). The solvent is C(C)(=O)OCC (ethyl acetate), CN(C=O)C (dimethylformamide), CN(C=O)C (dimethylformamide). Run at time 30 minute. Product: FC1=C(C=C(C(=C1)C)SCC(F)(F)F)N1N=C(C=C1NCC#C)OCC(C(F)(F)F)(F)F (1-{2-fluoro-4-methyl-5-(2,2,2-trifluoroethylthio)phenyl}-3-(2,2,3,3,3-pentafluoropropoxy)-5-(2-propynylamino)pyrazole). The yield is 70.6%. As a reaction SMILES: [C:1]([NH:4][C:5]1[N:9]([C:10]2[CH:15]=[C:14]([S:16][CH2:17][C:18]([F:21])([F:20])[F:19])[C:13]([CH3:22])=[CH:12][C:11]=2[F:23])[N:8]=[C:7]([O:24][CH2:25][C:26]([F:32])([F:31])[C:27]([F:30])([F:29])[F:28])[CH:6]=1)(=O)[CH3:2].[H-].[Na+].Br[CH2:36]C#C.O>CN(C)C=O.C(OCC)(=O)C>[F:23][C:11]1[CH:12]=[C:13]([CH3:22])[C:14]([S:16][CH2:17][C:18]([F:19])([F:20])[F:21])=[CH:15][C:10]=1[N:9]1[C:5]([NH:4][CH2:1][C:2]#[CH:36])=[CH:6][C:7]([O:24][CH2:25][C:26]([F:32])([F:31])[C:27]([F:29])([F:30])[F:28])=[N:8]1 |f:1.2|. Procedure details: 2.0 g of 5-acetylamino-1-{2-fluoro-4-methyl-5-(2,2,2-trifluoroethylthio)phenyl}-3-(2,2,3,3,3-pentafluoropropoxy)pyrazole was dissolved in 15 mL of dimethylformamide, and under cooling with ice, the solution was dropwise added to a suspension having 0.23 g of sodium hydride suspended in 10 mL of dimethylformamide, and after completion of the dropwise addition, stirring was carried out at room temperature for 30minutes. The reaction solution was cooled with ice again, and 0.72 g of 1-bromo-2-propy...